This data is from the Open Reaction Database (ORD), a public repository of structured organic reaction records. The task is: describe an organic reaction: reactants, conditions, products, and yield Reactants: FC1=CC=C(CN2C[C@H](N(C[C@@H]2C)C(CCC2=C(C=C(C=C2)C)O)=O)C)C=C1 (1-[4-(4-fluoro-benzyl)-(2R,5S)-2,5-dimethyl-piperazin-1-yl]-3-(2-hydroxy-4-methyl-phenyl)-propan-1-one), [H-].[Na+] (sodium hydride), COC(CBr)=O (bromoacetic acid methyl ester). Run in O1CCCC1 (tetrahydrofuran). Reaction conditions: time 5 minute. Product: COC(COC1=C(C=CC(=C1)C)CCC(=O)N1[C@@H](CN([C@H](C1)C)CC1=CC=C(C=C1)F)C)=O ((2-{3-[4-(4-Fluoro-benzyl)-(2R,5S)-2,5-dimethyl-piperazin-1-yl]-3-oxo-propyl}-5-methyl-phenoxy)-acetic acid methyl ester). Isolated yield 103.8%. RXN SMILES: [F:1][C:2]1[CH:28]=[CH:27][C:5]([CH2:6][N:7]2[C@@H:12]([CH3:13])[CH2:11][N:10]([C:14](=[O:25])[CH2:15][CH2:16][C:17]3[CH:22]=[CH:21][C:20]([CH3:23])=[CH:19][C:18]=3[OH:24])[C@H:9]([CH3:26])[CH2:8]2)=[CH:4][CH:3]=1.[H-].[Na+].[CH3:31][O:32][C:33](=[O:36])[CH2:34]Br>O1CCCC1>[CH3:31][O:32][C:33](=[O:36])[CH2:34][O:24][C:18]1[CH:19]=[C:20]([CH3:23])[CH:21]=[CH:22][C:17]=1[CH2:16][CH2:15][C:14]([N:10]1[CH2:11][C@H:12]([CH3:13])[N:7]([CH2:6][C:5]2[CH:4]=[CH:3][C:2]([F:1])=[CH:28][CH:27]=2)[CH2:8][C@H:9]1[CH3:26])=[O:25] |f:1.2|. Reported procedure: To a solution of 1-[4-(4-fluoro-benzyl)-(2R,5S)-2,5-dimethyl-piperazin-1-yl]-3-(2-hydroxy-4-methyl-phenyl)-propan-1-one, (0.15 g, 0.38 mmol) in tetrahydrofuran (2 mL) at 0° C. was added sodium hydride (0.023 g, 0.57 mmol). The reaction was stirred for 5 minutes, then bromoacetic acid methyl ester (0.043 mL, 0.45 mmol) was added and the reaction was stirred at ambient temperature overnight. The reaction was quenched by the addition of water and the mixture was extracted with ethyl acetate. The or... The reactants are C(CCC)[Sn](C(=C)OCC)(CCCC)CCCC (Tributyl(1-ethoxyvinyl)tin), BrC1=CN=C(S1)C=1SC(=CN1)Br (5,5′-dibromo-2,2′-bithiazole), [F-].[K+] (potassium fluoride). Run in CN(C=O)C (dimethylformamide), CCOCC (ether). Run at temperature 100 celsius, time 1 hour. The reagents and catalysts are Cl[Pd]([P](C1=CC=CC=C1)(C2=CC=CC=C2)C3=CC=CC=C3)([P](C4=CC=CC=C4)(C5=CC=CC=C5)C6=CC=CC=C6)Cl (dichlorobis(triphenylphosphine)-palladium(II)). Reaction SMILES: C([Sn](CCCC)(CCCC)[C:6]([O:8][CH2:9][CH3:10])=[CH2:7])CCC.Br[C:20]1[S:24][C:23]([C:25]2[S:26][C:27](Br)=[CH:28][N:29]=2)=[N:22][CH:21]=1.[F-].[K+]>CN(C)C=O.CCOCC.Cl[Pd](Cl)([P](C1C=CC=CC=1)(C1C=CC=CC=1)C1C=CC=CC=1)[P](C1C=CC=CC=1)(C1C=CC=CC=1)C1C=CC=CC=1>[CH2:9]([O:8][C:6]([C:20]1[S:24][C:23]([C:25]2[S:26][C:27]([C:6]([O:8][CH2:9][CH3:10])=[CH2:7])=[CH:28][N:29]=2)=[N:22][CH:21]=1)=[CH2:7])[CH3:10] |f:2.3,^1:45,64|. Yield: 95.8%. Procedure: Tributyl(1-ethoxyvinyl)tin (0.425 mL, 1.26 mmol) and dichlorobis(triphenylphosphine)-palladium(II) (21.5 mg, 0.031 mmol) were added to a stirred solution of 5,5′-dibromo-2,2′-bithiazole (200 mg, 0.613 mmol) in dimethylformamide (4 mL) under nitrogen. The reaction mixture was heated at 100° C. for 2 h. The reaction was cooled, diluted with ether and aqueous potassium fluoride (0.5 g in 5 mL of water). The mixture was vigorously stirred for 1 h at room temperature, both phases were filtered throug... Product: C(C)OC(=C)C1=CN=C(S1)C=1SC(=CN1)C(=C)OCC (5,5′-bis(1-ethoxyvinyl)-2,2′-bithiazole). Starting materials: CCC(C)(C)c1nc2cc(S(=O)(=O)n3cc(C=O)cn3)ccc2n1CC1CCOCC1, CN(C)C=O. Product: CCC(C)(C)c1nc2cc(S(=O)(=O)n3cc(C(=O)O)cn3)ccc2n1CC1CCOCC1. As a reaction SMILES: [CH3:1][C:2]([CH2:3][CH3:4])([CH3:5])[c:6]1[n:7][c:8]2[c:9]([n:10]1[CH2:11][CH:12]1[CH2:13][CH2:14][O:15][CH2:16][CH2:17]1)[cH:18][cH:19][c:20]([S:22](=[O:23])(=[O:24])[n:25]1[n:26][cH:27][c:28]([CH:30]=[O:31])[cH:29]1)[cH:21]2.[O:32]=[CH:33][N:34]([CH3:35])[CH3:36]>>[CH3:1][C:2]([CH2:3][CH3:4])([CH3:5])[c:6]1[n:7][c:8]2[c:9]([n:10]1[CH2:11][CH:12]1[CH2:13][CH2:14][O:15][CH2:16][CH2:17]1)[cH:18][cH:19][c:20]([S:22](=[O:23])(=[O:24])[n:25]1[n:26][cH:27][c:28]([C:30](=[O:31])[OH:32])[cH:29]1)[cH:21]2. The product is COC1=CC2=C(NC(=N2)C2=CC=C(C(=O)NC3=CC=C(C=C3)N3CCOCC3)C=C2)C=C1 (4-(5-Methoxy-1H-benzimidazol-2-yl)-N-(4-morpholinophenyl)benzamide). The reactants are O1CCN(CC1)C1=CC=C(N)C=C1 (4-morpholinoaniline), COC1=CC2=C(NC(=N2)C2=CC=C(C(=O)[O-])C=C2)C=C1 (4-(5-methoxy-1H-benzimidazol-2-yl)benzoate). Reported procedure: Compound 460 was prepared from 4-morpholinoaniline and 4-(5-methoxy-1H-benzimidazol-2-yl)benzoate by standard conditions. [M+H]+ calcd for C25H24N4O3: 429.18; found: 428.97. Reaction SMILES: [O:1]1[CH2:6][CH2:5][N:4]([C:7]2[CH:13]=[CH:12][C:10]([NH2:11])=[CH:9][CH:8]=2)[CH2:3][CH2:2]1.[CH3:14][O:15][C:16]1[CH:33]=[CH:32][C:19]2[NH:20][C:21]([C:23]3[CH:31]=[CH:30][C:26]([C:27]([O-])=[O:28])=[CH:25][CH:24]=3)=[N:22][C:18]=2[CH:17]=1>>[CH3:14][O:15][C:16]1[CH:33]=[CH:32][C:19]2[NH:20][C:21]([C:23]3[CH:31]=[CH:30][C:26]([C:27]([NH:11][C:10]4[CH:12]=[CH:13][C:7]([N:4]5[CH2:3][CH2:2][O:1][CH2:6][CH2:5]5)=[CH:8][CH:9]=4)=[O:28])=[CH:25][CH:24]=3)=[N:22][C:18]=2[CH:17]=1.